This data is from the Open Reaction Database (ORD), a public repository of structured organic reaction records. The task is: describe an organic reaction: reactants, conditions, products, and yield The reactants are O=C(CBr)c1cc(Br)c(O)c(Br)c1, CN(C)C=O, [H-], [Na+], O=C1COc2ccncc2N1. The product is O=C(CN1C(=O)COc2ccncc21)c1cc(Br)c(O)c(Br)c1. Reaction SMILES: [Br:14][CH2:15][C:16](=[O:17])[c:18]1[cH:19][c:20]([Br:26])[c:21]([OH:25])[c:22]([Br:24])[cH:23]1.[CH:27]([N:28]([CH3:29])[CH3:30])=[O:31].[H-:12].[Na+:13].[O:1]1[c:2]2[c:3]([cH:8][n:9][cH:10][cH:11]2)[NH:4][C:5](=[O:7])[CH2:6]1>>[O:1]1[c:2]2[c:3]([cH:8][n:9][cH:10][cH:11]2)[N:4]([CH2:15][C:16](=[O:17])[c:18]2[cH:19][c:20]([Br:26])[c:21]([OH:25])[c:22]([Br:24])[cH:23]2)[C:5](=[O:7])[CH2:6]1. Starting materials: NC1=NC(=C(C(=N1)C=1OC=CC1)C#N)S(=O)(=O)C (2-amino-4-furan-2-yl-6-methanesulfonyl-pyrimidine-5-carbonitrile), C(CCC)N (butylamine). The solvent is COCCOC (DME). The product is NC1=NC(=C(C(=N1)NCCCC)C#N)C=1OC=CC1 (2-Amino-4-butylamino-6-furan-2-yl-pyrimidine-5-carbonitrile). As a reaction SMILES: [NH2:1][C:2]1[N:7]=[C:6]([C:8]2[O:9][CH:10]=[CH:11][CH:12]=2)[C:5]([C:13]#[N:14])=[C:4](S(C)(=O)=O)[N:3]=1.[CH2:19]([NH2:23])[CH2:20][CH2:21][CH3:22]>COCCOC>[NH2:1][C:2]1[N:3]=[C:4]([NH:23][CH2:19][CH2:20][CH2:21][CH3:22])[C:5]([C:13]#[N:14])=[C:6]([C:8]2[O:9][CH:10]=[CH:11][CH:12]=2)[N:7]=1. Procedure details: From 2-amino-4-furan-2-yl-6-methanesulfonyl-pyrimidine-5-carbonitrile and butylamine in DME. ES-MS m/e (%): 258 (M+H+, 100). The reactants are ClC=1C=C(C(=O)O)C=CN1 (2-Chloroisonicotinic acid), IC=1C=C(N)C=CC1C (3-iodo-4-methylaniline). Solvent: CN(C)C=O (DMF). Product: ClC=1C=C(C(=O)NC2=CC(=C(C=C2)C)I)C=CN1 (2-Chloro-N-(3-iodo-4-methylphenyl)-isonicotinamide). The yield is 89.7%. Reaction SMILES: [Cl:1][C:2]1[CH:3]=[C:4]([CH:8]=[CH:9][N:10]=1)[C:5]([OH:7])=O.[I:11][C:12]1[CH:13]=[C:14]([CH:16]=[CH:17][C:18]=1[CH3:19])[NH2:15]>CN(C=O)C>[Cl:1][C:2]1[CH:3]=[C:4]([CH:8]=[CH:9][N:10]=1)[C:5]([NH:15][C:14]1[CH:16]=[CH:17][C:18]([CH3:19])=[C:12]([I:11])[CH:13]=1)=[O:7]. Procedure details: 2-Chloroisonicotinic acid (3.3 g) HATU (8.75 g) DIPEA (10.9 ml) and 3-iodo-4-methylaniline (5.00 g) in DMF (50 ml) were heated under nitrogen for 16 h. The reaction was cooled, the solvent was removed under vacuum and the residue was dissolved in dichloromethane (150 ml). The solution was washed with water (3×100 ml) and brine (100 ml) dried (magnesium sulphate) and the solvent was removed under vacuum. The residue was purified by column chromatography on silica eluting with ethyl acetate/cycloh...